From a dataset of the Open Reaction Database (ORD), a public repository of structured organic reaction records. describe an organic reaction: reactants, conditions, products, and yield Reactants: C(CC(=O)OCC)(=O)OCC (diethyl malonate), [OH-].[K+] (potassium hydroxide). Solvent: C(C)O (ethanol), C(C)O (ethanol). Conditions: time 3 day. Yields the product C(CC(=O)[O-])(=O)OCC.[K+] (Potassium Ethyl Malonate). RXN SMILES: [C:1]([O:9]CC)(=[O:8])[CH2:2][C:3]([O:5][CH2:6][CH3:7])=[O:4].[OH-].[K+:13]>C(O)C>[C:3]([O:5][CH2:6][CH3:7])(=[O:4])[CH2:2][C:1]([O-:9])=[O:8].[K+:13] |f:1.2,4.5|. Procedure details: To a solution of diethyl malonate (10 g, 62.4 mmol, 1 eq) in absolute ethanol (40 mL) was added a solution of potassium hydroxide (4.2 g, 65.52 mmol, 1.05 eq) in absolute ethanol (40 mL) at room temperature over 30 minutes. The mixture was allowed to stir for 3 days. The precipitate was collected, washed with ether and dried under reduced pressure.